From a dataset of the Open Reaction Database (ORD), a public repository of structured organic reaction records. describe an organic reaction: reactants, conditions, products, and yield Reactants: Cl.FC(C(=O)NC1(CCNCC1)CNC(C(F)(F)F)=O)(F)F (2,2,2-trifluoro-N-{4-[(2,2,2-trifluoro-acetylamino)-methyl]-piperidin-4-yl}-acetamide hydrochloride), [H-].[Na+] (NaH), Br.BrCC1=CC=NC=C1 (4-bromomethylpyridine hydrobromide). The solvent is CN(C)C=O (DMF). Reaction conditions: time 3 hour. The product is FC(C(=O)NCC1(CCN(CC1)CC1=CC=NC=C1)NC(C(F)(F)F)=O)(F)F (2,2,2-Trifluoro-N-[1-pyridin-4-ylmethyl-4-(2,2,2-trifluoro-acetylamino)-piperidin-4-ylmethyl]-acetamide). RXN SMILES: [H-].[Na+].Cl.[F:4][C:5]([F:24])([F:23])[C:6]([NH:8][C:9]1([CH2:15][NH:16][C:17](=[O:22])[C:18]([F:21])([F:20])[F:19])[CH2:14][CH2:13][NH:12][CH2:11][CH2:10]1)=[O:7].Br.Br[CH2:27][C:28]1[CH:33]=[CH:32][N:31]=[CH:30][CH:29]=1>CN(C=O)C>[F:19][C:18]([F:21])([F:20])[C:17]([NH:16][CH2:15][C:9]1([NH:8][C:6](=[O:7])[C:5]([F:4])([F:23])[F:24])[CH2:14][CH2:13][N:12]([CH2:27][C:28]2[CH:33]=[CH:32][N:31]=[CH:30][CH:29]=2)[CH2:11][CH2:10]1)=[O:22] |f:0.1,2.3,4.5|. Procedure: To a suspension of NaH (170 mg of a 60% dispersion in mineral oil, 4.25 mmol) in anhydrous DMF (20 ml) is added 2,2,2-trifluoro-N-{4-[(2,2,2-trifluoro-acetylamino)-methyl]-piperidin-4-yl}-acetamide hydrochloride) (500 mg, 1.4 mmol) followed by 4-bromomethylpyridine hydrobromide (350 mg, 1.4 mmol). The reaction mixture is stirred at room temperature for 3 hours. The reaction mixture is quenched with sat. NH4Cl solution and is concentrated in vacuo. The residue is purified by column chromatography...